This data is from the Open Reaction Database (ORD), a public repository of structured organic reaction records. The task is: describe an organic reaction: reactants, conditions, products, and yield Run in C1=CC=CC=C1 (benzene). Yields the product CC(CC(=O)O)=CC1=CC=CC=C1 (3-methyl-4-phenyl-3-butenoic acid). Conditions: temperature 20 celsius, time 3 hour. Procedure details: 194 g of 3-methyl-4-phenyl-3-butenoic acid chloride (1 mole), dissolved into 500 ml benzene, are treated at-10° C with 183 g of monoethanolamine (3 moles). The mixture is stirred at 20° C for 3 hours. Reaction SMILES: [CH3:1][C:2](=[CH:7][C:8]1[CH:13]=[CH:12][CH:11]=[CH:10][CH:9]=1)[CH2:3][C:4](Cl)=[O:5].CC1CCC([OH:42])C/C/1=C/C=C1\CCCC2(C)C(C(/C=C/C(C(C)C)C)C)CCC\12.C(CN)O>C1C=CC=CC=1>[CH3:1][C:2](=[CH:7][C:8]1[CH:13]=[CH:12][CH:11]=[CH:10][CH:9]=1)[CH2:3][C:4]([OH:42])=[O:5]. Reactants: CC\1CCC(C/C1=C/C=C/2\CCCC3(C2CCC3C(C)/C=C/C(C)C(C)C)C)O (at-10), C(O)CN (monoethanolamine), CC(CC(=O)Cl)=CC1=CC=CC=C1 (3-methyl-4-phenyl-3-butenoic acid chloride). Solvent: CC(=O)O (AcOH). Reported procedure: HCl 20% aq. (5 ml) was added to a suspension of (−)-(E)-3-[1′-[(S)-2-(6-methoxynaphthalen-2-yl)propanoyl]-4-oxo-spiro(chromane-2,3′-pyrrolidine)-6-yl]-acrylic acid methyl ester (600 mg, 1.20 mmol) in glacial AcOH (5 ml). The mixture was treated following the procedure used for Example 3, Step B to give (−)-(E)-3-[4-oxo-spiro(chromane-2,3′-pyrrolidine)-6-yl]-acrylic acid methyl ester (120 mg) as a white solid (free base). As a reaction SMILES: Cl.[CH3:2][O:3][C:4](=[O:38])/[CH:5]=[CH:6]/[C:7]1[CH:8]=[C:9]2[C:34](=[CH:35][CH:36]=1)[O:33][C:12]1([CH2:16][CH2:15][N:14](C(=O)[C@H](C3C=CC4C(=CC=C(OC)C=4)C=3)C)[CH2:13]1)[CH2:11][C:10]2=[O:37]>CC(O)=O>[CH3:2][O:3][C:4](=[O:38])/[CH:5]=[CH:6]/[C:7]1[CH:8]=[C:9]2[C:34](=[CH:35][CH:36]=1)[O:33][C:12]1([CH2:16][CH2:15][NH:14][CH2:13]1)[CH2:11][C:10]2=[O:37]. Yield: 34.8%. The reactants are Cl (HCl), COC(\C=C\C=1C=C2C(CC3(CN(CC3)C([C@@H](C)C3=CC4=CC=C(C=C4C=C3)OC)=O)OC2=CC1)=O)=O ((−)-(E)-3-[1′-[(S)-2-(6-methoxynaphthalen-2-yl)propanoyl]-4-oxo-spiro(chromane-2,3′-pyrrolidine)-6-yl]-acrylic acid methyl ester). The product is COC(\C=C\C=1C=C2C(CC3(CNCC3)OC2=CC1)=O)=O ((−)-(E)-3-[4-oxo-spiro(chromane-2,3′-pyrrolidine)-6-yl]-acrylic acid methyl ester).